Dataset: the Open Reaction Database (ORD), a public repository of structured organic reaction records. Task: describe an organic reaction: reactants, conditions, products, and yield The reactants are CC(NC(=O)OC(C)(C)C)C(=O)O, CC(C=O)NC(=O)OC(C)(C)C, CC(CCc1ccccc1)NC(=O)OC(C)(C)C, CC(C)C[Al+]CC(C)C, COC(=O)C(C)NC(=O)OC(C)(C)C, Cl, [H-], C=[N+]=[N-], C1COCCO1, [Pd]. Yields the product Cl, CC(N)CCc1ccccc1. RXN SMILES: [C:1]([O:2][C:3]([NH:4][CH:5]([C:6]([OH:7])=[O:8])[CH3:9])=[O:10])([CH3:11])([CH3:12])[CH3:13].[C:41]([O:42][C:43]([NH:44][CH:45]([CH:46]=[O:47])[CH3:48])=[O:49])([CH3:50])([CH3:51])[CH3:52].[C:54]([O:55][C:56](=[O:57])[NH:61][CH:62]([CH2:63][CH2:64][c:65]1[cH:66][cH:67][cH:68][cH:69][cH:70]1)[CH3:71])([CH3:58])([CH3:59])[CH3:60].[CH2:32]([Al+:33][CH2:34][CH:35]([CH3:36])[CH3:37])[CH:38]([CH3:39])[CH3:40].[CH3:17][O:18][C:19](=[O:20])[CH:21]([CH3:22])[NH:23][C:24]([O:25][C:26]([CH3:27])([CH3:28])[CH3:29])=[O:30].[ClH:53].[H-:31].[N+:14](=[CH2:15])=[N-:16].[O:73]1[CH2:74][CH2:75][O:76][CH2:77][CH2:78]1.[Pd:72]>>[ClH:53].[NH2:61][CH:62]([CH2:63][CH2:64][c:65]1[cH:66][cH:67][cH:68][cH:69][cH:70]1)[CH3:71]. Reactants: COC1=NC=C(C=C1)CCC1=CC(=CC=C1)OC (2-methoxy-5-(2-(3-methoxyphenyl)ethyl)pyridine), ClC1=C(C=C(CBr)C=C1)F (4-chloro-3-fluorobenzylbromide). Product: COC=1C=C(CCC=2C=CC(N(C2)CC2=CC(=C(C=C2)Cl)F)=O)C=CC1 (5-(3-methoxyphenethyl)-1-(4-chloro-3-fluorobenzyl)pyridin-2(1H)-one). Isolated yield 56.0%. RXN SMILES: C[O:2][C:3]1[CH:8]=[CH:7][C:6]([CH2:9][CH2:10][C:11]2[CH:16]=[CH:15][CH:14]=[C:13]([O:17][CH3:18])[CH:12]=2)=[CH:5][N:4]=1.[Cl:19][C:20]1[CH:27]=[CH:26][C:23]([CH2:24]Br)=[CH:22][C:21]=1[F:28]>>[CH3:18][O:17][C:13]1[CH:12]=[C:11]([CH:16]=[CH:15][CH:14]=1)[CH2:10][CH2:9][C:6]1[CH:7]=[CH:8][C:3](=[O:2])[N:4]([CH2:24][C:23]2[CH:26]=[CH:27][C:20]([Cl:19])=[C:21]([F:28])[CH:22]=2)[CH:5]=1. Procedure details: According to Scheme 8 Step 3: The title compound was prepared from 2-methoxy-5-(2-(3-methoxyphenyl)ethyl)pyridine (1 eq, 0.25 mmol, 0.06 g) and 4-chloro-3-fluorobenzylbromide (2 eq, 0.49 mmol, 0.11 g) according to the procedure described for Example 6 Step 2. Reaction conditions: 12 hours at 100° C. The resulting dark brown oil was purified by flash chromatography (AIT Flashsmart prepacked column 25 g SiO2, CH2Cl2/MeOH 98/2) to afford 5-(3-methoxyphenethyl)-1-(4-chloro-3-fluorobenzyl)pyridin-2(1... The reactants are COC1=CC=C(CN=[N+]=[N-])C=C1 (para-methoxy benzyl azide), C(C)OC(CC)=O (propionic acid ethyl ester-). The solvent is CN(C)C=O (DMF). Run at time 8 hour. Yields the product COC1=CC=C(CN2N=NC(=C2)C(=O)OCC)C=C1 (ethyl 1-(4-methoxybenzyl)-1H-1,2,3-triazole-4-carboxylate). The yield is 94.4%. As a reaction SMILES: [CH3:1][O:2][C:3]1[CH:12]=[CH:11][C:6]([CH2:7][N:8]=[N+:9]=[N-:10])=[CH:5][CH:4]=1.[CH2:13]([O:15][C:16](=[O:19])[CH2:17][CH3:18])[CH3:14]>CN(C=O)C>[CH3:1][O:2][C:3]1[CH:4]=[CH:5][C:6]([CH2:7][N:8]2[CH:18]=[C:17]([C:16]([O:15][CH2:13][CH3:14])=[O:19])[N:10]=[N:9]2)=[CH:11][CH:12]=1. Procedure details: To a solution of para-methoxy benzyl azide (125.0 g, 0.77 mol) in anhydrous DMF (300 mL) was added dropwise propionic acid ethyl ester-(166 g, 1.77 mol) at 0° C. After the addition, the mixture was stirred at RT overnight. The mixture was evaporated in vacuo to yield crude title compound (190.0 g, 95.0%) as yellow oil that was used without further purification. Reactants: CC(=O)O[BH-](OC(C)=O)OC(C)=O, O=C([O-])O, CCCCOCCOc1ccc(-c2ccc3c(c2)C=C(C(=O)OC)CCN3)cc1, O=Cc1ccccc1, ClCCCl, [Na+], [Na+], O. Product: CCCCOCCOc1ccc(-c2ccc3c(c2)C=C(C(=O)OC)CCN3Cc2ccccc2)cc1. As a reaction SMILES: [C:38]([O:39][BH-:40]([O:41][C:42](=[O:43])[CH3:44])[O:45][C:46](=[O:47])[CH3:48])(=[O:49])[CH3:50].[C:52](=[O:53])([O-:54])[OH:55].[CH2:1]([CH2:2][CH2:3][CH3:4])[O:5][CH2:6][CH2:7][O:8][c:9]1[cH:10][cH:11][c:12](-[c:15]2[cH:16][cH:17][c:18]3[c:19]([cH:29]2)[CH:20]=[C:21]([C:25](=[O:26])[O:27][CH3:28])[CH2:22][CH2:23][NH:24]3)[cH:13][cH:14]1.[CH:30](=[O:31])[c:32]1[cH:33][cH:34][cH:35][cH:36][cH:37]1.[Cl:57][CH2:58][CH2:59][Cl:60].[Na+:51].[Na+:56].[OH2:61]>>[CH2:1]([CH2:2][CH2:3][CH3:4])[O:5][CH2:6][CH2:7][O:8][c:9]1[cH:10][cH:11][c:12](-[c:15]2[cH:16][cH:17][c:18]3[c:19]([cH:29]2)[CH:20]=[C:21]([C:25](=[O:26])[O:27][CH3:28])[CH2:22][CH2:23][N:24]3[CH2:30][c:32]2[cH:33][cH:34][cH:35][cH:36][cH:37]2)[cH:13][cH:14]1. The reactants are BrC=1C=NC(=NC1)Cl (5-bromo-2-chloropyrimidine), ice, CCCCCC (hexane), Cl.N1C(CCCC1)C(=O)OCC (ethyl piperidine-2-carboxylate hydrochloride), C([O-])([O-])=O.[K+].[K+] (potassium carbonate). Solvent: CN(C)C=O (DMF). Run at time 10 minute. Product: BrC=1C=NC(=NC1)N1C(CCCC1)C(=O)OCC (Ethyl 1-(5-bromopyrimidin-2-yl)piperidine-2-carboxylate), solid. The yield is 46.0%. RXN SMILES: Cl.[NH:2]1[CH2:7][CH2:6][CH2:5][CH2:4][CH:3]1[C:8]([O:10][CH2:11][CH3:12])=[O:9].C(=O)([O-])[O-].[K+].[K+].[Br:19][C:20]1[CH:21]=[N:22][C:23](Cl)=[N:24][CH:25]=1.CCCCCC>CN(C=O)C>[Br:19][C:20]1[CH:21]=[N:22][C:23]([N:2]2[CH2:7][CH2:6][CH2:5][CH2:4][CH:3]2[C:8]([O:10][CH2:11][CH3:12])=[O:9])=[N:24][CH:25]=1 |f:0.1,2.3.4|. Reported procedure: To a solution of ethyl piperidine-2-carboxylate hydrochloride (0.5 g, 2.58 mmol) in DMF (15 mL) was added potassium carbonate (1.77 g, 12.89 mmol) at rt. The mixture was stirred at rt for 10 min followed by addition of 5-bromo-2-chloropyrimidine (0.5 g, 2.58 mmol). The reaction was heated up to 80° C. for 3 h. After reaction completion (by TLC), the mixture was poured onto 100 mL ice-cold water and extracted with EtOAc (3×100 mL). The combined organic layer was washed with brine, dried over anhy... Reactants: C(C)(C)(C)C1=CC=C(C=C1)N=C=O (4-Tert-butylphenyl isocyanate), C(Cl)Cl (DCM), C(Cl)Cl (DCM), C(C1=CC=CC=C1)C1=NOC2(C1)CCNCC2 (3-benzyl-1-oxa-2,8-diazaspiro[4.5]dec-2-ene). Solvent: C(C)OCC (diethyl ether). Conditions: time 3.5 hour. Yields the product C(C)(C)(C)C1=CC=C(C=C1)NC(=O)N1CCC2(CC(=NO2)CC2=CC=CC=C2)CC1 (3-benzyl-1-oxa-2,8-diazaspiro[4.5]dec-2-ene-8-carboxylic acid-(4-tert-butylphenyl)amide). Reaction SMILES: [C:1]([C:5]1[CH:10]=[CH:9][C:8]([N:11]=[C:12]=[O:13])=[CH:7][CH:6]=1)([CH3:4])([CH3:3])[CH3:2].C(Cl)Cl.[CH2:17]([C:24]1[CH2:28][C:27]2([CH2:33][CH2:32][NH:31][CH2:30][CH2:29]2)[O:26][N:25]=1)[C:18]1[CH:23]=[CH:22][CH:21]=[CH:20][CH:19]=1>C(OCC)C>[C:1]([C:5]1[CH:10]=[CH:9][C:8]([NH:11][C:12]([N:31]2[CH2:32][CH2:33][C:27]3([O:26][N:25]=[C:24]([CH2:17][C:18]4[CH:19]=[CH:20][CH:21]=[CH:22][CH:23]=4)[CH2:28]3)[CH2:29][CH2:30]2)=[O:13])=[CH:7][CH:6]=1)([CH3:4])([CH3:2])[CH3:3]. Procedure details: 4-Tert-butylphenyl isocyanate (0.218 ml, 1.24 mmol), dissolved in abs. DCM (5 ml), was added dropwise to a solution of compound Y (286 mg, 1.24 mmol) in abs. DCM (10 ml) at RT within 20 min. After stirring for 3.5 h at RT, the solution was washed with 10% citric acid solution (1×10 ml) and water (1×10 ml), dried and concentrated. The colourless oil obtained (742 mg) contained few impurities. The oil was mixed with diethyl ether (10 ml) and stored at 5° C. The precipitated solid was removed by su... Reactants: [Mg] (magnesium), CI (methyl iodide), ice, [Cl-].[NH4+] (ammonium chloride), C(C)(C)(C)C1=CC=C(C(=C(C=O)C)C)C=C1 (p-tert.butyl-α,β-dimethyl-cinnamaldehyde). The solvent is CCOCC (ether), CCOCC (ether), O (water). Yields the product C(C)(C)(C)C1=CC=C(C=C1)C(=C(C(C)O)C)C (3-(p-tert.butyl-phenyl)-1,2,3-trimethyl-allyl alcohol). As a reaction SMILES: [Mg].[CH3:2]I.[C:4]([C:8]1[CH:19]=[CH:18][C:11]([C:12]([CH3:17])=[C:13]([CH3:16])[CH:14]=[O:15])=[CH:10][CH:9]=1)([CH3:7])([CH3:6])[CH3:5].[Cl-].[NH4+]>CCOCC.O>[C:4]([C:8]1[CH:9]=[CH:10][C:11]([C:12]([CH3:17])=[C:13]([CH3:16])[CH:14]([OH:15])[CH3:2])=[CH:18][CH:19]=1)([CH3:7])([CH3:5])[CH3:6] |f:3.4|. Reported procedure: A Grignard solution is prepared in the usual manner from 10.7 g of magnesium in 30 ml of absolute ether and 68.8 g of methyl iodide in 100 ml of absolute ether. To this solution are added dropwise at 20°-25° C. over a period of 15-20 minutes 56.1 g of p-tert.butyl-α,β-dimethyl-cinnamaldehyde. After cooling to room temperature, the mixture is cautiously poured on to 200 g of ice and 150 g of technical ammonium chloride in 500 ml of water are added. The organic phase is separated, washed with wate... Starting materials: CN(C)C=O, O=C1NC(=O)c2ccccc21, CC(C)OC(=O)N=NC(=O)OC(C)C, O, O=C(Nc1ccc(C(=O)N2CC3CC(O)CN3c3ccccc32)cc1)c1ccccc1-c1ccccc1, c1ccc(P(c2ccccc2)c2ccccc2)cc1. Yields the product O=C(Nc1ccc(C(=O)N2CC3CC(N4C(=O)c5ccccc5C4=O)CN3c3ccccc32)cc1)c1ccccc1-c1ccccc1. Reaction SMILES: [CH3:82][N:83]([CH3:84])[CH:85]=[O:86].[O:38]=[C:39]1[NH:40][C:41](=[O:42])[c:43]2[cH:44][cH:45][cH:46][cH:47][c:48]21.[O:68]=[C:69]([O:70][CH:71]([CH3:72])[CH3:73])[N:74]=[N:75][C:76]([O:77][CH:78]([CH3:79])[CH3:80])=[O:81].[OH2:87].[OH:1][CH:2]1[CH2:3][CH:4]2[N:5]([c:6]3[cH:7][cH:8][cH:9][cH:10][c:11]3[N:12]([C:14]([c:15]3[cH:16][cH:17][c:18]([NH:21][C:22]([c:23]4[c:24](-[c:29]5[cH:30][cH:31][cH:32][cH:33][cH:34]5)[cH:25][cH:26][cH:27][cH:28]4)=[O:35])[cH:19][cH:20]3)=[O:36])[CH2:13]2)[CH2:37]1.[c:49]1([P:50]([c:51]2[cH:52][cH:53][cH:54][cH:55][cH:56]2)[c:57]2[cH:58][cH:59][cH:60][cH:61][cH:62]2)[cH:63][cH:64][cH:65][cH:66][cH:67]1>>[CH:2]1([N:40]2[C:39](=[O:38])[c:48]3[c:43]([cH:44][cH:45][cH:46][cH:47]3)[C:41]2=[O:42])[CH2:3][CH:4]2[N:5]([c:6]3[cH:7][cH:8][cH:9][cH:10][c:11]3[N:12]([C:14]([c:15]3[cH:16][cH:17][c:18]([NH:21][C:22]([c:23]4[c:24](-[c:29]5[cH:30][cH:31][cH:32][cH:33][cH:34]5)[cH:25][cH:26][cH:27][cH:28]4)=[O:35])[cH:19][cH:20]3)=[O:36])[CH2:13]2)[CH2:37]1. Reactants: Cl (hydrochloric acid), [OH-].[Na+] (NaOH), C1(=CC=CC=C1)P(C1=CC=C(C=C1)CP(OCC(C)C)=O)C1=CC=CC=C1 (isobutyl (4-diphenylphosphino-phenyl)methylphosphinate). The solvent is O (water), C1CCOC1 (THF). Conditions: temperature 23 celsius, time 10 minute. The product is C1(=CC=CC=C1)P(C1=CC=C(C=C1)CP(O)=O)C1=CC=CC=C1 ((4-diphenylphosphinophenyl)methylphosphinic acid). Isolated yield 95.6%. Reaction SMILES: [OH-].[Na+].[C:3]1([P:9]([C:24]2[CH:29]=[CH:28][CH:27]=[CH:26][CH:25]=2)[C:10]2[CH:15]=[CH:14][C:13]([CH2:16][PH:17](=[O:23])[O:18]CC(C)C)=[CH:12][CH:11]=2)[CH:8]=[CH:7][CH:6]=[CH:5][CH:4]=1.Cl>O.C1COCC1>[C:3]1([P:9]([C:24]2[CH:29]=[CH:28][CH:27]=[CH:26][CH:25]=2)[C:10]2[CH:15]=[CH:14][C:13]([CH2:16][PH:17](=[O:18])[OH:23])=[CH:12][CH:11]=2)[CH:4]=[CH:5][CH:6]=[CH:7][CH:8]=1 |f:0.1|. Procedure: 8.70 g (2127.5 mmol) of NaOH in 40 ml of water were added dropwise at 23° C. to a solution of 34.52 g (87 mmol) of isobutyl (4-diphenylphosphino-phenyl)methylphosphinate in 50 ml of THF. After heating under reflux for 6 hours, 18.1 ml (218 mmol) of concentrated hydrochloric acid were added dropwise at 23° C., the mixture was stirred for 10 minutes at 23° C. and completely evaporated on a rotary evaporator. The residue is taken up in methylene chloride, the solution was dried over Na2SO4 and comp...